Dataset: the Open Reaction Database (ORD), a public repository of structured organic reaction records. Task: describe an organic reaction: reactants, conditions, products, and yield As a reaction SMILES: [Ag:12]=[O:13].[C:1]([CH:2]([OH:3])[CH3:4])(=[O:5])[O:6][CH2:7][CH3:8].[CH2:9]([CH3:10])[I:11]>>[C:1]([CH:2]([O:3][CH2:9][CH3:10])[CH3:4])(=[O:5])[O:6][CH2:7][CH3:8]. Starting materials: O=[Ag], CCOC(=O)C(C)O, CCI. Yields the product CCOC(=O)C(C)OCC. Reactants: CC([O-])=S, COC(=O)C1CCCN1C(=O)CC(Br)C(=O)c1ccc(Br)cc1, CC#N, [K+]. The product is COC(=O)C1CCCN1C(=O)CC(SC(C)=O)C(=O)c1ccc(Br)cc1. Reaction SMILES: [C:24]([CH3:25])(=[S:26])[O-:27].[CH3:1][O:2][C:3]([CH:4]1[N:5]([C:9]([CH2:10][CH:11]([Br:12])[C:13]([c:14]2[cH:15][cH:16][c:17]([Br:20])[cH:18][cH:19]2)=[O:21])=[O:22])[CH2:6][CH2:7][CH2:8]1)=[O:23].[CH3:29][C:30]#[N:31].[K+:28]>>[CH3:1][O:2][C:3]([CH:4]1[N:5]([C:9]([CH2:10][CH:11]([C:13]([c:14]2[cH:15][cH:16][c:17]([Br:20])[cH:18][cH:19]2)=[O:21])[S:26][C:24]([CH3:25])=[O:27])=[O:22])[CH2:6][CH2:7][CH2:8]1)=[O:23]. The reactants are CO, [Na+], CN1CCC(c2cn(C(=O)c3ccccc3)c3ccc(C4CCC=CO4)cc23)C1, [OH-]. Yields the product CN1CCC(c2c[nH]c3ccc(C4CCC=CO4)cc23)C1. As a reaction SMILES: [CH3:32][OH:33].[Na+:31].[O:1]1[CH:2]([c:7]2[cH:8][c:9]3[c:10]([CH:24]4[CH2:25][N:26]([CH3:29])[CH2:27][CH2:28]4)[cH:11][n:12]([C:16](=[O:17])[c:18]4[cH:19][cH:20][cH:21][cH:22][cH:23]4)[c:13]3[cH:14][cH:15]2)[CH2:3][CH2:4][CH:5]=[CH:6]1.[OH-:30]>>[O:1]1[CH:2]([c:7]2[cH:8][c:9]3[c:10]([CH:24]4[CH2:25][N:26]([CH3:29])[CH2:27][CH2:28]4)[cH:11][nH:12][c:13]3[cH:14][cH:15]2)[CH2:3][CH2:4][CH:5]=[CH:6]1. Reactants: [Si](C)(C)(C(C)(C)C)OC=1C=C(C=CC1)S (3-(tert-butyldimethylsilyloxy)benzenethiol), ClC1=NC=CC(=C1)[N+](=O)[O-] (2-chloro-4-nitropyridine), [H-].[Na+] (sodium hydride), oil. Yields the product [Si](C)(C)(C(C)(C)C)OC=1C=C(C=CC1)SC1=CC(=NC=C1)Cl (4-(3-(tert-butyldimethylsilyloxy)phenylthio)-2-chloropyridine). Isolated yield 64.4%. Reaction SMILES: [Si:1]([O:8][C:9]1[CH:10]=[C:11]([SH:15])[CH:12]=[CH:13][CH:14]=1)([C:4]([CH3:7])([CH3:6])[CH3:5])([CH3:3])[CH3:2].[H-].[Na+].[Cl:18][C:19]1[CH:24]=[C:23]([N+]([O-])=O)[CH:22]=[CH:21][N:20]=1>>[Si:1]([O:8][C:9]1[CH:10]=[C:11]([S:15][C:23]2[CH:22]=[CH:21][N:20]=[C:19]([Cl:18])[CH:24]=2)[CH:12]=[CH:13][CH:14]=1)([C:4]([CH3:7])([CH3:6])[CH3:5])([CH3:3])[CH3:2] |f:1.2|. Reported procedure: Using the method of Example 3, Step A, 3-(tert-butyldimethylsilyloxy)benzenethiol (1.52 g, 6.31 mmol), 60% sodium hydride in mineral oil (252 mg, 6.31 mmol), and 2-chloro-4-nitropyridine (1.00 g, 6.31 mmol) were reacted to provide 4-(3-(tert-butyldimethylsilyloxy)phenylthio)-2-chloropyridine (1.43 g, 64% yield) as an oil. 1H NMR (CDCl3) δ 8.11 (d, 1H), 7.34 (t, 1H), 7.16 (d, 1H) 7.02 (s, 1H), 6.97 (d, 1H), 6.90 (s, 1H), 6.87 (d, 1H). Starting materials: BrCCC1CCc2c(sc3ncnc(Nc4cccc(Br)c4)c23)C1, C[O-], [I-], [Na+], [Na+], CN(C)C=O. Yields the product COCCC1CCc2c(sc3ncnc(Nc4cccc(Br)c4)c23)C1. Reaction SMILES: [Br:1][CH2:2][CH2:3][CH:4]1[CH2:5][c:6]2[c:7]([c:10]3[c:11]([n:12][cH:13][n:14][c:15]3[NH:16][c:17]3[cH:18][c:19]([Br:23])[cH:20][cH:21][cH:22]3)[s:24]2)[CH2:8][CH2:9]1.[CH3:27][O-:28].[I-:26].[Na+:25].[Na+:29].[O:30]=[CH:31][N:32]([CH3:33])[CH3:34]>>[CH2:2]([CH2:3][CH:4]1[CH2:5][c:6]2[c:7]([c:10]3[c:11]([n:12][cH:13][n:14][c:15]3[NH:16][c:17]3[cH:18][c:19]([Br:23])[cH:20][cH:21][cH:22]3)[s:24]2)[CH2:8][CH2:9]1)[O:28][CH3:27]. Starting materials: CC(C)(C)OC(=O)Nc1cc(OC(C)(C)C)c(-c2ccccc2F)cc1N, CCOC(=O)CC(=O)c1cccc(-n2ccnn2)c1. Yields the product CC(C)(C)OC(=O)Nc1cc(OC(C)(C)C)c(-c2ccccc2F)cc1NC(=O)CC(=O)c1cccc(-n2ccnn2)c1. RXN SMILES: [C:1]([CH3:2])([CH3:3])([CH3:4])[O:5][C:6]([NH:7][c:8]1[cH:9][c:10]([O:22][C:23]([CH3:24])([CH3:25])[CH3:26])[c:11](-[c:15]2[c:16]([F:21])[cH:17][cH:18][cH:19][cH:20]2)[cH:12][c:13]1[NH2:14])=[O:27].[CH2:28]([O:30][C:31](=[O:29])[CH2:32][C:33]([c:34]1[cH:35][c:36](-[n:40]2[n:41][n:42][cH:43][cH:44]2)[cH:37][cH:38][cH:39]1)=[O:45])[CH3:46]>>[C:1]([CH3:2])([CH3:3])([CH3:4])[O:5][C:6]([NH:7][c:8]1[cH:9][c:10]([O:22][C:23]([CH3:24])([CH3:25])[CH3:26])[c:11](-[c:15]2[c:16]([F:21])[cH:17][cH:18][cH:19][cH:20]2)[cH:12][c:13]1[NH:14][C:31](=[O:30])[CH2:32][C:33]([c:34]1[cH:35][c:36](-[n:40]2[n:41][n:42][cH:43][cH:44]2)[cH:37][cH:38][cH:39]1)=[O:45])=[O:27]. Reactants: [Si](C)(C)(C(C)(C)C)OCC=1C=C(COC=2C=C(C=CC2)C2=C(C=C(C=C2)C(C(C)(C)C)O)C)C=CC1CO[Si](C)(C)C(C)(C)C (1-{3′-(3,4-bis-(tert-butyldimethylsilanyloxymethyl)benzyloxy]-2-methylbiphenyl-4-yl}-2,2-dimethyl-1-propanol), [F-].C(CCC)[N+](CCCC)(CCCC)CCCC (tetrabutylammonium fluoride). Run in C1CCOC1 (THF). Conditions: time 1 hour. Yields the product OCC=1C=C(COC=2C=C(C=CC2)C2=C(C=C(C=C2)C(C(C)(C)C)O)C)C=CC1CO (1-[3′-(3,4-Bis-hydroxymethylbenzyloxy)-2-methylbiphenyl-4-yl]-2,2-dimethyl-1-propanol). Reaction SMILES: [Si]([O:8][CH2:9][C:10]1[CH:11]=[C:12]([CH:34]=[CH:35][C:36]=1[CH2:37][O:38][Si](C(C)(C)C)(C)C)[CH2:13][O:14][C:15]1[CH:16]=[C:17]([C:21]2[CH:26]=[CH:25][C:24]([CH:27]([OH:32])[C:28]([CH3:31])([CH3:30])[CH3:29])=[CH:23][C:22]=2[CH3:33])[CH:18]=[CH:19][CH:20]=1)(C(C)(C)C)(C)C.[F-].C([N+](CCCC)(CCCC)CCCC)CCC>C1COCC1>[OH:8][CH2:9][C:10]1[CH:11]=[C:12]([CH:34]=[CH:35][C:36]=1[CH2:37][OH:38])[CH2:13][O:14][C:15]1[CH:16]=[C:17]([C:21]2[CH:26]=[CH:25][C:24]([CH:27]([OH:32])[C:28]([CH3:31])([CH3:30])[CH3:29])=[CH:23][C:22]=2[CH3:33])[CH:18]=[CH:19][CH:20]=1 |f:1.2|. Procedure details: 2 g (3 mmol) of 1-{3′-(3,4-bis-(tert-butyldimethylsilanyloxymethyl)benzyloxy]-2-methylbiphenyl-4-yl}-2,2-dimethyl-1-propanol are dissolved in 20 mL of THF and 7.7 mL (7.7 mmol) of 1 M tetrabutylammonium fluoride are added dropwise. After stirring for 1 hour at room temperature followed by the usual treatment, the residue obtained is purified by chromatography on silica gel. The desired product is obtained in the form of a colourless oil (m=1.15 g; Y=90%).